This data is from the Open Reaction Database (ORD), a public repository of structured organic reaction records. The task is: describe an organic reaction: reactants, conditions, products, and yield Reactants: CN(C)\C=C/1\C(C=2C=NC(=NC2CC1)SC)=O ((E)-6-((dimethylamino)methylene)-2-(methylthio)-7,8-dihydroquinazolin-5(6H)-one), COC1=CC=C(CN2N=CC=C2N)C=C1 (1-(4-methoxybenzyl)-1H-pyrazol-5-amine), FC(C(=O)O)(F)F (trifluoroacetic acid). Run in CO (methanol), C(C)(C)O (isopropanol). Run at temperature 100 celsius, time 30 minute. Product: COC1=CC=C(CN2N=CC3=C2N=CC2=C3C=3C=NC(=NC3CC2)SC)C=C1 (3-(4-methoxybenzyl)-9-(methylsulfanyl)-6,7-dihydro-3H-pyrazolo[4′,3′:5,6]pyrido[4,3-f]quinazoline). Yield: 24.1%. As a reaction SMILES: C[N:2](/[CH:4]=[C:5]1/[C:6](=O)[C:7]2[CH:8]=[N:9][C:10]([S:15][CH3:16])=[N:11][C:12]=2[CH2:13][CH2:14]/1)[CH3:3].[CH3:18][O:19][C:20]1[CH:32]=[CH:31][C:23]([CH2:24][N:25]2C(N)=[CH:28][CH:27]=[N:26]2)=[CH:22][CH:21]=1.FC(F)(F)C(O)=O>CO.C(O)(C)C>[CH3:18][O:19][C:20]1[CH:32]=[CH:31][C:23]([CH2:24][N:25]2[C:3]3[N:2]=[CH:4][C:5]4[CH2:14][CH2:13][C:12]5[N:11]=[C:10]([S:15][CH3:16])[N:9]=[CH:8][C:7]=5[C:6]=4[C:28]=3[CH:27]=[N:26]2)=[CH:22][CH:21]=1. Procedure details: To a mixture of (E)-6-((dimethylamino)methylene)-2-(methylthio)-7,8-dihydroquinazolin-5(6H)-one (8 g, 32 mmol) and 1-(4-methoxybenzyl)-1H-pyrazol-5-amine (7.2 g, 35 mmol) was added trifluoroacetic acid (3 mL). The reaction mixture was heated at 100° C. for 16 hours. The reaction was cooled to room temperature and diluted with a 1:1 mixture of methanol and isopropanol (40 mL). The mixture was stirred for 30 minutes and filtered. The solid obtained was then further purified using flash column chro...